Dataset: the Open Reaction Database (ORD), a public repository of structured organic reaction records. Task: describe an organic reaction: reactants, conditions, products, and yield Reactants: OC=1C=C2C=CC(=CC2=CC1)C(C(C)C)(O)C=1N=CN(C1)C(C1=CC=CC=C1)(C1=CC=CC=C1)C1=CC=CC=C1 (1-(6-hydroxynaphthalen-2-yl)-2-methyl-1-(1-trityl-1H-imidazol-4-yl)-1-propanol), C(C)(C)I (isopropyl iodide). Yields the product C(C)(C)OC=1C=C2C=CC(=CC2=CC1)C(C(C)C)(O)C=1N=CNC1 (1-(6-Isopropoxynaphthalen-2-yl)-1-(1H-imidazol-4-yl)-2-methyl-1-propanol). RXN SMILES: [OH:1][C:2]1[CH:3]=[C:4]2[C:9](=[CH:10][CH:11]=1)[CH:8]=[C:7]([C:12]([C:17]1[N:18]=[CH:19][N:20](C(C3C=CC=CC=3)(C3C=CC=CC=3)C3C=CC=CC=3)[CH:21]=1)([OH:16])[CH:13]([CH3:15])[CH3:14])[CH:6]=[CH:5]2.[CH:41](I)([CH3:43])[CH3:42]>>[CH:41]([O:1][C:2]1[CH:3]=[C:4]2[C:9](=[CH:10][CH:11]=1)[CH:8]=[C:7]([C:12]([C:17]1[N:18]=[CH:19][NH:20][CH:21]=1)([OH:16])[CH:13]([CH3:14])[CH3:15])[CH:6]=[CH:5]2)([CH3:43])[CH3:42]. Procedure details: In a similar manner to that described in Example 31-(i), the reaction of 1-(6-hydroxynaphthalen-2-yl)-2-methyl-1-(1-trityl-1H-imidazol-4-yl)-1-propanol (0.965 g) with isopropyl iodide (0.20 ml) was carried out to give the titled compound (0.548 g) as a colorless solid. Starting materials: CN(C1C(COCC1)C(=O)O)S(=O)(=O)C1=CC=C(C=C1)OCC1=CC(=NC2=CC=CC=C12)C (4-{methyl-[4-(2-methyl-quinolin-4-ylmethoxy)-benzenesulfonyl]-amino}-tetrahydro-pyran-3-carboxylic acid), NO (hydroxylamine). The product is ONC(=O)[C@@H]1COCC[C@H]1N(S(=O)(=O)C1=CC=C(C=C1)OCC1=CC(=NC2=CC=CC=C12)C)C ((3S,4R)-4-{methyl-[4-(2-methyl-quinolin-4-ylmethoxy)-benzenesulfonyl]-amino}-tetrahydro-pyran-3-carboxylic acid hydroxyamide). The yield is 40.0%. Reaction SMILES: [CH3:1][N:2]([S:12]([C:15]1[CH:20]=[CH:19][C:18]([O:21][CH2:22][C:23]2[C:32]3[C:27](=[CH:28][CH:29]=[CH:30][CH:31]=3)[N:26]=[C:25]([CH3:33])[CH:24]=2)=[CH:17][CH:16]=1)(=[O:14])=[O:13])[CH:3]1[CH2:8][CH2:7][O:6][CH2:5][CH:4]1[C:9]([OH:11])=O.[NH2:34][OH:35]>>[OH:35][NH:34][C:9]([C@H:4]1[C@H:3]([N:2]([CH3:1])[S:12]([C:15]2[CH:20]=[CH:19][C:18]([O:21][CH2:22][C:23]3[C:32]4[C:27](=[CH:28][CH:29]=[CH:30][CH:31]=4)[N:26]=[C:25]([CH3:33])[CH:24]=3)=[CH:17][CH:16]=2)(=[O:14])=[O:13])[CH2:8][CH2:7][O:6][CH2:5]1)=[O:11]. Reported procedure: According to the procedure of Example 24, Step 3, 4-{methyl-[4-(2-methyl-quinolin-4-ylmethoxy)-benzenesulfonyl]-amino}-tetrahydro-pyran-3-carboxylic acid (0.120 g, 0.255 mmol) and hydroxylamine provided (3S,4R)-4-{methyl-[4-(2-methyl-quinolin-4-ylmethoxy)-benzenesulfonyl]-amino}-tetrahydro-pyran-3-carboxylic acid hydroxyamide as an amorphous white solid (0.050 g, 40%) after purification by Biotage Flash 40S chromatography, eluting with 4% methanol in ethyl acetate. MS: 486 (M+H)+. The reactants are CO, COC(=O)c1cc([N+](=O)[O-])ccc1C. Yields the product COC(=O)c1cc(N)ccc1C. As a reaction SMILES: [CH3:15][OH:16].[CH3:1][c:2]1[c:3]([C:4](=[O:5])[O:6][CH3:7])[cH:8][c:9]([N+:12]([O-:13])=[O:14])[cH:10][cH:11]1>>[CH3:1][c:2]1[c:3]([C:4](=[O:5])[O:6][CH3:7])[cH:8][c:9]([NH2:12])[cH:10][cH:11]1.